Dataset: the Open Reaction Database (ORD), a public repository of structured organic reaction records. Task: describe an organic reaction: reactants, conditions, products, and yield Reactants: C(C)(=O)[O-].[K+] (potassium acetate), C(C)(=O)O[BH-](OC(C)=O)OC(C)=O.[Na+] (sodium triacetoxyborohydride), C([O-])(O)=O.[Na+] (sodium bicarbonate), Cl.COC([C@H](N)C)=O (D-Alanine methyl ester hydrochloride), C1(CCCCC1)=O (cyclohexanone), C([O-])([O-])=O.[Na+].[Na+] (sodium carbonate). Run in ClCCl (dichloromethane). Conditions: temperature 10 celsius. Yields the product C1(CCCCC1)N[C@H](C)C(=O)OC (methyl N-cyclohexyl-D-alaninate). Yield: 80.0%. As a reaction SMILES: Cl.[CH3:2][O:3][C:4](=[O:8])[C@@H:5]([CH3:7])[NH2:6].C([O-])(=O)C.[K+].[C:14]1(=O)[CH2:19][CH2:18][CH2:17][CH2:16][CH2:15]1.C(O[BH-](OC(=O)C)OC(=O)C)(=O)C.[Na+].C(=O)(O)[O-].[Na+].C(=O)([O-])[O-].[Na+].[Na+]>ClCCl>[CH:14]1([NH:6][C@@H:5]([C:4]([O:3][CH3:2])=[O:8])[CH3:7])[CH2:19][CH2:18][CH2:17][CH2:16][CH2:15]1 |f:0.1,2.3,5.6,7.8,9.10.11|. Procedure: To a suspension of D-Alanine methyl ester hydrochloride (16.0 g, 114.6 mmol) in dry dichloromethane (150 mL) was added potassium acetate (11.2 g, 114.6 mmol) and the reaction mixture stirred for ten minutes. The reaction mixture was then cooled to 10° C., cyclohexanone (11.8 mL, 114.6 mmol) was added, followed by sodium triacetoxyborohydride (30.3 g, 143.2 mmol) in portions over a period of ten minutes. Reaction mixture was stirred at room temperature for 16 h after which saturated sodium bicarb... Procedure: 1-Benzyl-4-{1-[5-(2-chlorophenyl)-4-methyl-1,2,4-triazol-3-yl]cyclopentyl}piperidine (0.87 g) and 1-chloroethyl chlorocarbonate (0.24 ml) were reacted in methylene chloride (20 ml) at room temperature for 2.5 hours. The residue obtained by subjecting the reaction solution to evaporation under reduced pressure was heated and refluxed in methanol (20 ml). After concentration, dil. hydrochloric acid (30 ml) was added thereto and the whole washed with diethyl ether. After neutralization, the product... As a reaction SMILES: C([N:8]1[CH2:13][CH2:12][CH:11]([C:14]2([C:19]3[N:23]([CH3:24])[C:22]([C:25]4[CH:30]=[CH:29][CH:28]=[CH:27][C:26]=4[Cl:31])=[N:21][N:20]=3)[CH2:18][CH2:17][CH2:16][CH2:15]2)[CH2:10][CH2:9]1)C1C=CC=CC=1.C(Cl)(=O)OC(Cl)C>C(Cl)Cl>[Cl:31][C:26]1[CH:27]=[CH:28][CH:29]=[CH:30][C:25]=1[C:22]1[N:23]([CH3:24])[C:19]([C:14]2([CH:11]3[CH2:10][CH2:9][NH:8][CH2:13][CH2:12]3)[CH2:15][CH2:16][CH2:17][CH2:18]2)=[N:20][N:21]=1. The yield is 80.2%. The reactants are C(C1=CC=CC=C1)N1CCC(CC1)C1(CCCC1)C1=NN=C(N1C)C1=C(C=CC=C1)Cl (1-Benzyl-4-{1-[5-(2-chlorophenyl)-4-methyl-1,2,4-triazol-3-yl]cyclopentyl}piperidine), C(OC(C)Cl)(=O)Cl (1-chloroethyl chlorocarbonate). Run in C(Cl)Cl (methylene chloride). Yields the product ClC1=C(C=CC=C1)C=1N(C(=NN1)C1(CCCC1)C1CCNCC1)C (4-{1-[5-(2-chlorophenyl)-4-methyl-1,2,4-triazol-3-yl]cyclopentyl}piperidine). Starting materials: O (water), NC1=CC(N(C(=N1)SCC)C1=CC=C(C=C1)OCC(F)(F)F)=O (6-amino-2-(ethylsulfanyl)-3-[4-(2,2,2-trifluoroethoxy)phenyl]pyrimidin-4(3H)-one), C(C)(=O)[O-].[Na+] (sodium acetate), BrBr (bromine). The solvent is C(C)(=O)O (acetic acid). Reaction conditions: time 2 hour. The product is NC1=C(C(N(C(=N1)SCC)C1=CC=C(C=C1)OCC(F)(F)F)=O)Br (6-amino-5-bromo-2-(ethylsulfanyl)-3-[4-(2,2,2-trifluoroethoxy)phenyl]pyrimidin-4(3H)-one). As a reaction SMILES: [NH2:1][C:2]1[N:7]=[C:6]([S:8][CH2:9][CH3:10])[N:5]([C:11]2[CH:16]=[CH:15][C:14]([O:17][CH2:18][C:19]([F:22])([F:21])[F:20])=[CH:13][CH:12]=2)[C:4](=[O:23])[CH:3]=1.C([O-])(=O)C.[Na+].[Br:29]Br.O>C(O)(=O)C>[NH2:1][C:2]1[N:7]=[C:6]([S:8][CH2:9][CH3:10])[N:5]([C:11]2[CH:12]=[CH:13][C:14]([O:17][CH2:18][C:19]([F:21])([F:22])[F:20])=[CH:15][CH:16]=2)[C:4](=[O:23])[C:3]=1[Br:29] |f:1.2|. Procedure details: To a solution of 6-amino-2-(ethylsulfanyl)-3-[4-(2,2,2-trifluoroethoxy)phenyl]pyrimidin-4(3H)-one (0.5 g) and sodium acetate (0.143 g) in acetic acid (10 mL) was added dropwise bromine (0.09 mL), and the mixture was stirred at room temperature for 2 hr. To the reaction mixture was added water, and the precipitated crystals were collected by filtration to give the title compound (0.1 g). The reactants are ClC1=CC=C(C=C1)C1=C(NC=C1C)C(=O)O (3-(4-chlorophenyl)-4-methyl-1H-pyrrole-2-carboxylic acid), CCN(C(C)C)C(C)C (DIPEA), N1CCOCC1 (morpholine), C1=CC2=C(N=C1)N(N=N2)O (HOAt), CCN=C=NCCCN(C)C (EDCI). Solvent: C(Cl)Cl (DCM). Conditions: time 2 hour. Yields the product ClC1=CC=C(C=C1)C1=C(NC=C1C)C(=O)N1CCOCC1 ((3-(4-Chlorophenyl)-4-methyl-1H-pyrrol-2-yl)(morpholino)methanone). Yield: 78.2%. RXN SMILES: [Cl:1][C:2]1[CH:7]=[CH:6][C:5]([C:8]2[C:12]([CH3:13])=[CH:11][NH:10][C:9]=2[C:14]([OH:16])=O)=[CH:4][CH:3]=1.CCN(C(C)C)C(C)C.[NH:26]1[CH2:31][CH2:30][O:29][CH2:28][CH2:27]1.C1C=NC2N(O)N=NC=2C=1.CCN=C=NCCCN(C)C>C(Cl)Cl>[Cl:1][C:2]1[CH:3]=[CH:4][C:5]([C:8]2[C:12]([CH3:13])=[CH:11][NH:10][C:9]=2[C:14]([N:26]2[CH2:31][CH2:30][O:29][CH2:28][CH2:27]2)=[O:16])=[CH:6][CH:7]=1. Reported procedure: To a solution of 3-(4-chlorophenyl)-4-methyl-1H-pyrrole-2-carboxylic acid (1.71 g, 7.26 mmol) and DIPEA (1.39 mL, 7.98 mmol) in DCM (50 mL) were added morpholine (664 μL, 7.62 mmol), HOAt (99 mg, 726 μmol) and EDCI (1.53 g, 7.98 mmol) and the reaction mixture was stirred at room temperature for 2 h. The mixture was washed with brine (100 mL) and the organic layer was dried (Na2SO4) and concentrated. Purification by column chromatography (silica, DCM/(7 M NH3 in MeOH), 98:2) afforded the desired ... Reaction SMILES: [CH3:1][O:2][C:3]([c:4]1[c:5]([O:17][CH3:18])[cH:6][c:7]([F:16])[c:8]([N:10]2[CH2:11][CH2:12][O:13][CH2:14][CH2:15]2)[cH:9]1)=[O:19].[CH3:22][CH2:23][OH:24].[Na+:21].[OH-:20]>>[O:2]=[C:3]([c:4]1[c:5]([O:17][CH3:18])[cH:6][c:7]([F:16])[c:8]([N:10]2[CH2:11][CH2:12][O:13][CH2:14][CH2:15]2)[cH:9]1)[OH:19]. The product is COc1cc(F)c(N2CCOCC2)cc1C(=O)O. Starting materials: COC(=O)c1cc(N2CCOCC2)c(F)cc1OC, CCO, [Na+], [OH-]. The reactants are FC1=C(C(=O)NN)C=CC=C1 (2-fluorobenzoic acid hydrazide), Cl.C(C)OC(CS(=O)(=O)C1=CC=CC=C1)=N (2-(phenylsulfonyl)-ethanimidic acid ethyl ester hydrochloride), C([O-])(O)=O.[Na+] (sodiumbicarbonate), [OH-].[Na+] (sodium hydoxide). The solvent is C(Cl)(Cl)Cl (chloroform), C(Cl)(Cl)Cl (chloroform). Product: NC(CS(=O)(=O)C1=CC=CC=C1)=NNC(C1=C(C=CC=C1)F)=O (2-fluoro-benzoic acid (1-amino-2-benzenesulfonyl-ethylidene)-hydrazide). Isolated yield 75.1%. RXN SMILES: Cl.C(O[C:5](=[NH:16])[CH2:6][S:7]([C:10]1[CH:15]=[CH:14][CH:13]=[CH:12][CH:11]=1)(=[O:9])=[O:8])C.[OH-].[Na+].C(=O)(O)[O-].[Na+].[F:24][C:25]1[CH:34]=[CH:33][CH:32]=[CH:31][C:26]=1[C:27]([NH:29][NH2:30])=[O:28]>C(Cl)(Cl)Cl>[NH2:16][C:5](=[N:30][NH:29][C:27](=[O:28])[C:26]1[CH:31]=[CH:32][CH:33]=[CH:34][C:25]=1[F:24])[CH2:6][S:7]([C:10]1[CH:15]=[CH:14][CH:13]=[CH:12][CH:11]=1)(=[O:9])=[O:8] |f:0.1,2.3,4.5|. Procedure: A suspension of 15.2 g (0.058 mol) 2-(phenylsulfonyl)-ethanimidic acid ethyl ester hydrochloride in 160 ml chloroform was treated with 57.7 ml 1N aqueous sodium hydoxide. 80 ml of a saturated aqueous sodiumbicarbonate solution was added and the mixture was extracted with chloroform. The extracts were combined and dried with sodium sulfate and the solvents were distilled off under reduced pressure. The resulting colorless oil was stirred together with 9.98 g (0.063 mol) 2-fluorobenzoic acid hydra... Reactants: C(C)OC(=O)C1=C(C2=C(C=N1)N=C(S2)C(C)(C)C)O (2-tert-butyl-7-hydroxy-thiazolo[4,5-c]pyridine-6-carboxylic acid ethyl ester), NCC(=O)O (glycine). Solvent: C[O-].[Na+] (NaOMe), CO (methanol). Conditions: temperature 120 celsius. The product is C(C)(C)(C)C=1SC2=C(C=NC(=C2O)C(=O)NCC(=O)O)N1 ([(2-tert-Butyl-7-hydroxy-thiazolo[4,5-c]pyridine-6-carbonyl)-amino]-acetic acid). The yield is 8.7%. Reaction SMILES: C(O[C:4]([C:6]1[N:11]=[CH:10][C:9]2[N:12]=[C:13]([C:15]([CH3:18])([CH3:17])[CH3:16])[S:14][C:8]=2[C:7]=1[OH:19])=[O:5])C.[NH2:20][CH2:21][C:22]([OH:24])=[O:23]>C[O-].[Na+].CO>[C:15]([C:13]1[S:14][C:8]2[C:7]([OH:19])=[C:6]([C:4]([NH:20][CH2:21][C:22]([OH:24])=[O:23])=[O:5])[N:11]=[CH:10][C:9]=2[N:12]=1)([CH3:16])([CH3:17])[CH3:18] |f:2.3|. Reported procedure: A suspension of 2-tert-butyl-7-hydroxy-thiazolo[4,5-c]pyridine-6-carboxylic acid ethyl ester (103 mg, 0.37 mmol) and glycine (247 mg, 3.3 mmol) in 5.9 mL of 0.5 N NaOMe in methanol was heated to 120° C. for 15 min with microwave irradiation using a CEM Discovery microwave reactor. The resultant mixture was concentrated under reduced pressure and the residue was suspended in ethyl acetate and extracted three times with saturated aqueous sodium bicarbonate solution. The combined aqueous fractions ... Reactants: Cl (HCl), C1=C(C=CC2=CC=CC=C12)N1[C@H]2C\C=C/C[C@@H](C1)NC2 (Z-(1S,6S)-7-naphthalen-2-yl-7,9-diaza-bicyclo[4.2.2]dec-3-ene), S1C2=C(C(=C1)C(CCCl)=O)C=CC=C2 (1-benzo[b]thiophen-3-yl-3-chloro-propan-1-one), CCN(C(C)C)C(C)C (DiPEA). The solvent is C(C)OCC (diethyl ether), CN1CCCC1=O (NMP). Conditions: temperature 160 celsius. Product: S1C2=C(C(=C1)C(CCN1C3CC=CCC(C1)N(C3)C3=CC1=CC=CC=C1C=C3)=O)C=CC=C2 (1-Benzo[b]thiophen-3-yl-3-(9-naphthalen-2-yl-7,9-diaza-bicyclo[4.2.2]dec-3-en-7-yl)-propan-1-one), Cl (HCl). As a reaction SMILES: [CH:1]1[C:10]2[C:5](=[CH:6][CH:7]=[CH:8][CH:9]=2)[CH:4]=[CH:3][C:2]=1[N:11]1[CH2:18][C@H:17]2[NH:19][CH2:20][C@@H:12]1[CH2:13][CH:14]=[CH:15][CH2:16]2.[S:21]1[CH:25]=[C:24]([C:26](=[O:30])[CH2:27][CH2:28][Cl:29])[C:23]2[CH:31]=[CH:32][CH:33]=[CH:34][C:22]1=2.CCN(C(C)C)C(C)C.Cl>C(OCC)C.CN1C(=O)CCC1>[S:21]1[CH:25]=[C:24]([C:26](=[O:30])[CH2:27][CH2:28][N:19]2[CH2:20][CH:12]3[N:11]([C:2]4[CH:3]=[CH:4][C:5]5[C:10](=[CH:9][CH:8]=[CH:7][CH:6]=5)[CH:1]=4)[CH2:18][CH:17]2[CH2:16][CH:15]=[CH:14][CH2:13]3)[C:23]2[CH:31]=[CH:32][CH:33]=[CH:34][C:22]1=2.[ClH:29]. Reported procedure: Z-(1S,6S)-7-naphthalen-2-yl-7,9-diaza-bicyclo[4.2.2]dec-3-ene (50 mg, 0.189 mmol), 1-benzo[b]thiophen-3-yl-3-chloro-propan-1-one (50 mg, 0.22 mmol) and DiPEA (0.1 mL, 0.57 mmol) were placed in a μW tube with NMP (2 ml), and heated to 160° C. for 900 sec. The solvent was evaporated to yield a crude oil, which was purified via reverse phase chromatography (20% CH3CN to 90% CH3CN in water) to yield a residue which was then treated with 1N HCl in diethyl ether. The solvent was then evaporated under ... Starting materials: C(C)N(CCOC1=CC=C(C=C1)CCC(C(F)(F)F)(OC)OC)CCCCCCCCCCCC (N-Ethyl-N-[2-[4-(3,3-dimethoxy-4,4,4-trifluorobut-1-yl)phenoxy]ethyl]dodecylamine), FC(C(=O)O)(F)F (trifluoroacetic acid), C(CCCCCCCCCCC)N(CCOC1=CC=C(C=C1)CCC(C(F)(F)F)=O)CCCC(=O)OCC (4-[N-dodecyl-N-[2-[4-(4,4,4-trifluoro-3-oxobut-1-yl)phenoxy]ethyl]amino]butanoic acid, ethyl ester). Product: C(CCCCCCCCCCC)N(CC)CCOC1=CC=C(C=C1)CCC(C(F)(F)F)=O (4-[4-[2-(N-dodecyl-N-ethylamino]ethoxy]phenyl]-1,1,1-trifluoro-2-butanone). Isolated yield 53.7%. RXN SMILES: [CH2:1]([N:3]([CH2:24][CH2:25][CH2:26][CH2:27][CH2:28][CH2:29][CH2:30][CH2:31][CH2:32][CH2:33][CH2:34][CH3:35])[CH2:4][CH2:5][O:6][C:7]1[CH:12]=[CH:11][C:10]([CH2:13][CH2:14][C:15](OC)([O:20]C)[C:16]([F:19])([F:18])[F:17])=[CH:9][CH:8]=1)[CH3:2].FC(F)(F)C(O)=O.C(N(CCCC(OCC)=O)CCOC1C=CC(CCC(=O)C(F)(F)F)=CC=1)CCCCCCCCCCC>>[CH2:24]([N:3]([CH2:4][CH2:5][O:6][C:7]1[CH:8]=[CH:9][C:10]([CH2:13][CH2:14][C:15](=[O:20])[C:16]([F:18])([F:19])[F:17])=[CH:11][CH:12]=1)[CH2:1][CH3:2])[CH2:25][CH2:26][CH2:27][CH2:28][CH2:29][CH2:30][CH2:31][CH2:32][CH2:33][CH2:34][CH3:35]. Procedure: N-Ethyl-N-[2-[4-(3,3-dimethoxy-4,4,4-trifluorobut-1-yl)phenoxy]ethyl]dodecylamine (123 mg, 0.244 mmol) was treated with trifluoroacetic acid as described in the preparation of 4-[N-dodecyl-N-[2-[4-(4,4,4-trifluoro-3-oxobut-1-yl)phenoxy]ethyl]amino]butanoic acid, ethyl ester and afforded the title compound (60 mg, 54%) as a pale yellow oil.